From a dataset of the Open Reaction Database (ORD), a public repository of structured organic reaction records. describe an organic reaction: reactants, conditions, products, and yield Reaction SMILES: [CH3:29][c:30]1[cH:31][cH:32][cH:33][cH:34][cH:35]1.[CH3:5][O:6][c:7]1[n:8][c:9]2[cH:10][c:11]([CH3:22])[c:12]([CH3:21])[c:13]([CH2:19][OH:20])[c:14]2[n:15][c:16]1[O:17][CH3:18].[S:1]([Cl:2])([Cl:3])=[O:4].[cH:23]1[cH:24][cH:25][n:26][cH:27][cH:28]1>>[Cl:3][CH2:19][c:13]1[c:12]([CH3:21])[c:11]([CH3:22])[cH:10][c:9]2[n:8][c:7]([O:6][CH3:5])[c:16]([O:17][CH3:18])[n:15][c:14]21. Reactants: Cc1ccccc1, COc1nc2cc(C)c(C)c(CO)c2nc1OC, O=S(Cl)Cl, c1ccncc1. The product is COc1nc2cc(C)c(C)c(CCl)c2nc1OC. Starting materials: ClCCl, CC(=O)c1ccco1, [Cl-], [Cl-], Fc1ccc(CCl)cc1, [Zn+2]. The product is CC(=O)c1ccc(Cc2ccc(F)cc2)o1. Reaction SMILES: [CH2:18]([Cl:19])[Cl:20].[CH3:1][C:2](=[O:3])[c:4]1[cH:5][cH:6][cH:7][o:8]1.[Cl-:21].[Cl-:23].[F:9][c:10]1[cH:11][cH:12][c:13]([CH2:14][Cl:15])[cH:16][cH:17]1.[Zn+2:22]>>[CH3:1][C:2](=[O:3])[c:4]1[cH:5][cH:6][c:7]([CH2:14][c:13]2[cH:12][cH:11][c:10]([F:9])[cH:17][cH:16]2)[o:8]1. Starting materials: C([O-])([O-])=O.[K+].[K+] (potassium carbonate), FC=1C=CC(=C(C=O)C1)O (5-fluoro-2-hydroxy-benzaldehyde), C(C)OC(C=C(C)C)=O (3,3-dimethylacrylic acid ethyl ester). Run in CN(C=O)C (N,N-dimethylformamide). Reaction conditions: time 16 hour. The product is CC1(OC2=CC=C(C=C2C=C1)F)C (2,2-dimethyl-6-fluoro-2H-chromene). As a reaction SMILES: C(=O)([O-])[O-].[K+].[K+].[F:7][C:8]1[CH:9]=[CH:10][C:11]([OH:16])=[C:12]([CH:15]=1)[CH:13]=O.C(OC(=O)[CH:21]=[C:22]([CH3:24])[CH3:23])C>CN(C)C=O>[CH3:21][C:22]1([CH3:24])[CH:23]=[CH:13][C:12]2[C:11](=[CH:10][CH:9]=[C:8]([F:7])[CH:15]=2)[O:16]1 |f:0.1.2|. Procedure details: 83.1 g (0.2 mol) of potassium carbonate are added, while stirring, to a solution of 28.0 g (0.2 mol) of 5-fluoro-2-hydroxy-benzaldehyde [prepared according to Y. Suzuki and H. Takahashi, Chem. Pharm. Bull. 31, 1751 (1983)] in 500 ml of N,N-dimethylformamide. 36.3 g (0.2 mol) of 3,3-dimethylacrylic acid ethyl ester are added to the resulting viscous suspension. The reaction mixture is then stirred for 16 hours at 150° and, after cooling to room temperature, concentrated by evaporation in vacuo. W... Reactants: [BH4-], CCOC(=O)N1CCN(C2=Cc3cc(C)ccc3Sc3ccc(Cl)cc32)CC1, COCCOCCOC, [Na+], O=C(O)C(=O)O. Yields the product CCOC(=O)N1CCN(C2Cc3cc(C)ccc3Sc3ccc(Cl)cc32)CC1. Reaction SMILES: [BH4-:29].[C:1](=[O:2])([O:3][CH2:4][CH3:5])[N:6]1[CH2:7][CH2:8][N:9]([C:12]2=[CH:13][c:14]3[c:15]([cH:24][cH:25][c:26]([CH3:28])[cH:27]3)[S:16][c:17]3[c:18]2[cH:19][c:20]([Cl:23])[cH:21][cH:22]3)[CH2:10][CH2:11]1.[CH3:37][O:38][CH2:39][CH2:40][O:41][CH2:42][CH2:43][O:44][CH3:45].[Na+:30].[OH:31][C:32]([C:33](=[O:34])[OH:35])=[O:36]>>[C:1](=[O:2])([O:3][CH2:4][CH3:5])[N:6]1[CH2:7][CH2:8][N:9]([CH:12]2[CH2:13][c:14]3[c:15]([cH:24][cH:25][c:26]([CH3:28])[cH:27]3)[S:16][c:17]3[c:18]2[cH:19][c:20]([Cl:23])[cH:21][cH:22]3)[CH2:10][CH2:11]1. The reactants are C(CCC=CCCCCCCCCCC)NC1=CC=C(C(=O)N2CSCC2C(=O)OCC)C=C1 (3-[4-(4-pentadecenylamino)benzoyl]-4-carboethoxythiazolidine), carboxylic acid, S1CNC(C1)C(=O)O (thiazolidine-4-carboxylic acid). The solvent is C([O-])(O)=O.[Na+].CC(=O)C (acetone sodium bicarbonate). Yields the product C(CCC=CCCCCCCCCCC)NC1=CC=C(C(=O)N2CSCC2C(=O)O)C=C1 (3-[4-(4-pentadecenylamino)benzoyl]-4-carboxythiazolidine). RXN SMILES: [CH2:1]([NH:16][C:17]1[CH:34]=[CH:33][C:20]([C:21]([N:23]2[CH:27]([C:28]([O:30]CC)=[O:29])[CH2:26][S:25][CH2:24]2)=[O:22])=[CH:19][CH:18]=1)[CH2:2][CH2:3][CH:4]=[CH:5][CH2:6][CH2:7][CH2:8][CH2:9][CH2:10][CH2:11][CH2:12][CH2:13][CH2:14][CH3:15].S1CC(C(O)=O)NC1>C(=O)(O)[O-].[Na+].CC(C)=O>[CH2:1]([NH:16][C:17]1[CH:18]=[CH:19][C:20]([C:21]([N:23]2[CH:27]([C:28]([OH:30])=[O:29])[CH2:26][S:25][CH2:24]2)=[O:22])=[CH:33][CH:34]=1)[CH2:2][CH2:3][CH:4]=[CH:5][CH2:6][CH2:7][CH2:8][CH2:9][CH2:10][CH2:11][CH2:12][CH2:13][CH2:14][CH3:15] |f:2.3.4|. Procedure details: By means of the alkaline hydrolysis method of Example 2 the ethyl ester of Example 385 is converted to the subject carboxylic acid. This acid is also prepared using the procedure of Example 385 except that the acylation of the thiazolidine-4-carboxylic acid is carried out in aqueous acetone sodium bicarbonate solution.